From a dataset of the Open Reaction Database (ORD), a public repository of structured organic reaction records. describe an organic reaction: reactants, conditions, products, and yield Starting materials: FC=1C=C(C=O)C=CC1 (3-fluoro-benzaldehyde), COC1=C(C=CC=C1)C=CC(C)=O (4-(2-methoxy-phenyl)-but-3-en-2-one). Yields the product FC=1C=C(C=CC1)C=CC(C)=O (4-(3-Fluoro-phenyl)-but-3-en-2-one). RXN SMILES: [F:1][C:2]1[CH:3]=[C:4]([CH:7]=[CH:8][CH:9]=1)[CH:5]=O.C[O:11][C:12]1[CH:17]=CC=C[C:13]=1C=CC(=O)C>>[F:1][C:2]1[CH:3]=[C:4]([CH:5]=[CH:13][C:12](=[O:11])[CH3:17])[CH:7]=[CH:8][CH:9]=1. Procedure: The title compound was prepared from 3-fluoro-benzaldehyde (4.8 g, 40.0 mmol), following the procedure describing the synthesis of 4-(2-methoxy-phenyl)-but-3-en-2-one (example 1/a stage 1). The product is Cl[Si](CCCOC1=CC=C2C(=CC(OC2=C1)=O)C)(C)C (7-[3(Chlorodimethylsilyl)Propoxy]4-Methylcoumarin). Run at temperature 110 celsius, time 1 hour. Procedure: A 1 L 3-necked flask fitted with condenser, thermometer and addition funnel was charged with 87 g (0.4 mol) of the allyl ether of methylumbelliferone formed by Step 1 and 200 ml toluene. While stirring the contents, 15 ml dimethylchlorosilane and 0.5 ml H2PtCl6 were added. With warming of the reaction mixture by an IR lamp, the reaction initiated at 70 degrees C. and quickly rose to 105 degrees C. with reflux. The addition of 40 additional grams of dimethylchlorosilane (0.5 mol total) was adjust... Starting materials: C(C=C)OCC=C (allyl ether), COC1=CC2=C(C=C1)C=CC(=O)O2 (methylumbelliferone), C1(=CC=CC=C1)C (toluene), 40, C[SiH](Cl)C (dimethylchlorosilane), C[SiH](Cl)C (dimethylchlorosilane), H2PtCl6. Reaction SMILES: [CH2:1]([O:4][CH2:5][CH:6]=[CH2:7])[CH:2]=[CH2:3].COC1C=C[C:13]2[CH:16]=[CH:17][C:18]([O:20][C:12]=2[CH:11]=1)=[O:19].[CH3:21][SiH:22]([CH3:24])[Cl:23].[C:25]1(C)C=CC=CC=1>>[Cl:23][Si:22]([CH3:24])([CH3:21])[CH2:3][CH2:2][CH2:1][O:4][C:5]1[CH:11]=[C:12]2[C:13]([C:16]([CH3:25])=[CH:17][C:18](=[O:19])[O:20]2)=[CH:7][CH:6]=1.